Task: describe an organic reaction: reactants, conditions, products, and yield. Dataset: the Open Reaction Database (ORD), a public repository of structured organic reaction records Starting materials: Cl (HCl), C([O-])([O-])=O (Carbonate), IC1=CC=C(C=C1)S(=O)(=O)NC=1SC=CN1 (4-iodo-N-1,3-thiazol-2-ylbenzenesulfonamide), C(C)(C)(C)C1=CC=C(C=C1)NC(CN)(C)C (N-(2)-(4-tert-butyl-phenyl)-2-methyl-propane-1,2-diamine), C([O-])([O-])=O.[Na+].[Na+] (sodium carbonate), O (water). Reagents/catalysts: C(=O)=[Mo](=C=O)(=C=O)(=C=O)(=C=O)=C=O (hexacarbonylmolybdenum), C(C)(=O)[O-].[Pd+2].C(C)(=O)[O-] (palladium(ii) acetate). Run at temperature 110 celsius, time 1 hour. Product: ClC1=CC=C(C=C1)NCCNC(C1=CC=C(C=C1)S(=O)(=O)NC=1SC=CN1)=O (N-{2-[(4-chlorophenyl)amino]ethyl}-4-[(1,3-thiazol-2-ylamino)sulfonyl]benzamide). As a reaction SMILES: I[C:2]1[CH:7]=[CH:6][C:5]([S:8]([NH:11][C:12]2[S:13][CH:14]=[CH:15][N:16]=2)(=[O:10])=[O:9])=[CH:4][CH:3]=1.C([C:21]1[CH:26]=[CH:25][C:24]([NH:27][C:28](C)(C)[CH2:29][NH2:30])=[CH:23][CH:22]=1)(C)(C)C.[C:33](=[O:36])([O-])[O-].[Na+].[Na+].O.C(=O)([O-])[O-].[ClH:44]>C(=[Mo](=C=O)(=C=O)(=C=O)(=C=O)=C=O)=O.C([O-])(=O)C.[Pd+2].C([O-])(=O)C>[Cl:44][C:21]1[CH:22]=[CH:23][C:24]([NH:27][CH2:28][CH2:29][NH:30][C:33](=[O:36])[C:2]2[CH:7]=[CH:6][C:5]([S:8]([NH:11][C:12]3[S:13][CH:14]=[CH:15][N:16]=3)(=[O:10])=[O:9])=[CH:4][CH:3]=2)=[CH:25][CH:26]=1 |f:2.3.4,9.10.11|. Reported procedure: A mixture of 4-iodo-N-1,3-thiazol-2-ylbenzenesulfonamide (Preparation 98, 0.2 g, 0.5 mmol), N-(2)-(4-tert-butyl-phenyl)-2-methyl-propane-1,2-diamine (0.55 g, 2.5 mmol), hexacarbonylmolybdenum (70 mg, 0.2 mmol), palladium(ii) acetate (6 mg, 0.02 mmol), and sodium carbonate (200 mg, 2 mmol) in water (1.5 mL, 83 mmol) was heated 30 min at 110° C. in the microwave. The reaction mixture was diluted with 1 N HCl and extracted with ethyl acetate. The combined organic layers were washed with brine, drie... Starting materials: C1(=CC=CC=C1)NC(CC)=O (N-phenylpropionamide), ClC1=C(CCN2CCC(CC2)=O)C=CC=C1 (N-o-chlorophenethyl-4-piperidone), C(CCC)[Li] (n-butyl-lithium). Solvent: O1CCCC1 (tetrahydrofuran), O1CCCC1 (tetrahydrofuran), CCCCCC (hexane). Run at time 2 hour. Yields the product ClC1=C(CCN2CCC(CC2)(O)C(C(=O)NC2=CC=CC=C2)C)C=CC=C1 (2-(1-o-chlorophenethyl-4-hydroxy-4-piperidyl)-N-phenylpropionamide). RXN SMILES: C([Li])CCC.[C:6]1([NH:12][C:13](=[O:16])[CH2:14][CH3:15])[CH:11]=[CH:10][CH:9]=[CH:8][CH:7]=1.[Cl:17][C:18]1[CH:32]=[CH:31][CH:30]=[CH:29][C:19]=1[CH2:20][CH2:21][N:22]1[CH2:27][CH2:26][C:25](=[O:28])[CH2:24][CH2:23]1>CCCCCC.O1CCCC1>[Cl:17][C:18]1[CH:32]=[CH:31][CH:30]=[CH:29][C:19]=1[CH2:20][CH2:21][N:22]1[CH2:23][CH2:24][C:25]([CH:14]([CH3:15])[C:13]([NH:12][C:6]2[CH:11]=[CH:10][CH:9]=[CH:8][CH:7]=2)=[O:16])([OH:28])[CH2:26][CH2:27]1. Procedure details: 48 cc of n-butyl-lithium in hexane are added dropwise at 0°, in an atmosphere of nitrogen with stirring, to a solution of 9 g of N-phenylpropionamide in 90 cc of anhydrous tetrahydrofuran. The mixture is stirred at 45°-48° for 21/2 hours and a solution of 10.5 g of N-o-chlorophenethyl-4-piperidone in 25 cc of anhydrous tetrahydrofuran is added dropwise within 50 minutes. The heating (oil bath) is removed and the reaction mixture is stirred for a further hour while cooling slowly. 10 cc of a 20% ...